This data is from the Open Reaction Database (ORD), a public repository of structured organic reaction records. The task is: describe an organic reaction: reactants, conditions, products, and yield Reactants: NC(=S)N(CCC1=CC=C(OC(C(=O)OCC)(C)C)C=C1)CC1=CC=C(C=C1)C(F)(F)F (ethyl 2-[4-(2-{(aminocarbonothioyl)[4-(trifluoromethyl)benzyl]amino}ethyl)phenoxy]-2-methylpropanoate), COC=1C=C(C(CBr)=O)C=CC1 (3-methoxyphenacyl bromide). Yields the product COC=1C=C(C=CC1)C=1N=C(SC1)N(CCC1=CC=C(OC(C(=O)O)(C)C)C=C1)CC1=CC=C(C=C1)C(F)(F)F (2-[4-(2-{[4-(3-methoxyphenyl)-1,3-thiazol-2-yl][4-(trifluoromethyl)benzyl]amino}ethyl)phenoxy]-2-methylpropanoic acid). As a reaction SMILES: [NH2:1][C:2]([N:4]([CH2:22][C:23]1[CH:28]=[CH:27][C:26]([C:29]([F:32])([F:31])[F:30])=[CH:25][CH:24]=1)[CH2:5][CH2:6][C:7]1[CH:21]=[CH:20][C:10]([O:11][C:12]([CH3:19])([CH3:18])[C:13]([O:15]CC)=[O:14])=[CH:9][CH:8]=1)=[S:3].[CH3:33][O:34][C:35]1[CH:36]=[C:37]([CH:42]=[CH:43][CH:44]=1)[C:38](=O)[CH2:39]Br>>[CH3:33][O:34][C:35]1[CH:36]=[C:37]([C:38]2[N:1]=[C:2]([N:4]([CH2:22][C:23]3[CH:24]=[CH:25][C:26]([C:29]([F:32])([F:30])[F:31])=[CH:27][CH:28]=3)[CH2:5][CH2:6][C:7]3[CH:21]=[CH:20][C:10]([O:11][C:12]([CH3:19])([CH3:18])[C:13]([OH:15])=[O:14])=[CH:9][CH:8]=3)[S:3][CH:39]=2)[CH:42]=[CH:43][CH:44]=1. Procedure details: Similarly prepared from ethyl 2-[4-(2-{(aminocarbonothioyl)[4-(trifluoromethyl)benzyl]amino}ethyl)phenoxy]-2-methylpropanoate and 3-methoxyphenacyl bromide. The reactants are N#Cc1cc(Br)cc(Br)c1, CC#N, [Na+], [Na+], O=C([O-])[O-], Cc1ccccc1P(c1ccccc1C)c1ccccc1C, OB(O)c1ccsc1. The product is N#Cc1cc(Br)cc(-c2ccsc2)c1. Reaction SMILES: [Br:1][c:2]1[cH:3][c:4]([C:5]#[N:6])[cH:7][c:8]([Br:10])[cH:9]1.[CH3:47][C:48]#[N:49].[Na+:41].[Na+:42].[O-:43][C:44](=[O:45])[O-:46].[c:19]1([CH3:20])[cH:21][cH:22][cH:23][cH:24][c:25]1[P:26]([c:27]1[cH:28][cH:29][cH:30][cH:31][c:32]1[CH3:33])[c:34]1[cH:35][cH:36][cH:37][cH:38][c:39]1[CH3:40].[s:11]1[cH:12][c:13]([B:16]([OH:17])[OH:18])[cH:14][cH:15]1>>[c:2]1(-[c:13]2[cH:12][s:11][cH:15][cH:14]2)[cH:3][c:4]([C:5]#[N:6])[cH:7][c:8]([Br:10])[cH:9]1. Reactants: ClC=1C(=CC(N(C1)C(C(=O)OC(C)(C)C)CC(C)C)=O)C1=C(C=CC(=C1)Cl)C#N (tert-butyl 2-[5-chloro-4-(5-chloro-2-cyanophenyl)-2-oxopyridin-1(2H)-yl]-4-methylpentanoate), C(=O)(C(F)(F)F)O (TFA). The product is ClC=1C(=CC(N(C1)C(C(=O)O)CC(C)C)=O)C1=C(C=CC(=C1)Cl)C#N (2-[5-Chloro-4-(5-chloro-2-cyanophenyl)-2-oxopyridin-1(2H)-yl]-4-methylpentanoic acid). RXN SMILES: [Cl:1][C:2]1[C:3]([C:21]2[CH:26]=[C:25]([Cl:27])[CH:24]=[CH:23][C:22]=2[C:28]#[N:29])=[CH:4][C:5](=[O:20])[N:6]([CH:8]([CH2:16][CH:17]([CH3:19])[CH3:18])[C:9]([O:11]C(C)(C)C)=[O:10])[CH:7]=1.C(O)(C(F)(F)F)=O>>[Cl:1][C:2]1[C:3]([C:21]2[CH:26]=[C:25]([Cl:27])[CH:24]=[CH:23][C:22]=2[C:28]#[N:29])=[CH:4][C:5](=[O:20])[N:6]([CH:8]([CH2:16][CH:17]([CH3:19])[CH3:18])[C:9]([OH:11])=[O:10])[CH:7]=1. Reported procedure: 139 mg (purity 85%, 0.27 mmol) of tert-butyl 2-[5-chloro-4-(5-chloro-2-cyanophenyl)-2-oxopyridin-1(2H)-yl]-4-methylpentanoate (racemate) were hydrolysed with TFA according to General Method 6A. Yield: 87 mg (84% of theory) Starting materials: [BH4-].[Na+] (sodium borohydride), C1OC2(CC=3C(N(C(=NC3CC2)CCCCN2CCN(CC2)C2=NC3=CC=CC=C3C=C2)N=C(C)C)=O)OC1 (6,6-ethylenedioxy-3-isopropylideneamino-2-[4-(4-quinolin-2-ylpiperazin-1-yl)butyl]-5,6,7,8-tetrahydro-3H-quinazolin-4-one). Solvent: CO (methanol), CO (methanol). Yields the product C1OC2(CC=3C(N(C(=NC3CC2)CCCCN2CCN(CC2)C2=NC3=CC=CC=C3C=C2)NC(C)C)=O)OC1 (6,6-ethylenedioxy-3-isopropylamino-2-[4-(4-quinolin-2-ylpiperazin-1-yl)butyl]-5,6,7,8-tetrahydro-3H-quinazolin-4-one). The yield is 61.1%. Reaction SMILES: [BH4-].[Na+].[CH2:3]1[CH2:41][O:40][C:5]2([CH2:14][CH2:13][C:12]3[N:11]=[C:10]([CH2:15][CH2:16][CH2:17][CH2:18][N:19]4[CH2:24][CH2:23][N:22]([C:25]5[CH:34]=[CH:33][C:32]6[C:27](=[CH:28][CH:29]=[CH:30][CH:31]=6)[N:26]=5)[CH2:21][CH2:20]4)[N:9]([N:35]=[C:36]([CH3:38])[CH3:37])[C:8](=[O:39])[C:7]=3[CH2:6]2)[O:4]1>CO>[CH2:41]1[CH2:3][O:4][C:5]2([CH2:14][CH2:13][C:12]3[N:11]=[C:10]([CH2:15][CH2:16][CH2:17][CH2:18][N:19]4[CH2:24][CH2:23][N:22]([C:25]5[CH:34]=[CH:33][C:32]6[C:27](=[CH:28][CH:29]=[CH:30][CH:31]=6)[N:26]=5)[CH2:21][CH2:20]4)[N:9]([NH:35][CH:36]([CH3:37])[CH3:38])[C:8](=[O:39])[C:7]=3[CH2:6]2)[O:40]1 |f:0.1|. Procedure details: To 10 ml of methanol, 300 mg of sodium borohydride was added and into this mixture, a solution of 145 mg of 6,6-ethylenedioxy-3-isopropylideneamino-2-[4-(4-quinolin-2-ylpiperazin-1-yl)butyl]-5,6,7,8-tetrahydro-3H-quinazolin-4-one as synthesized in Example 4-67 in 10 ml of methanol was dropped under cooling with ice. Raising the temperature to room temperature, the reaction mixture was stirred for an hour. Distilling the system under reduced pressure, water was added to the distillation residue, ... Starting materials: C1CCOC1, CCN=C=NCCCN(C)C, CN(C)c1ccncc1, Cl, Cl, CC(C)(C)COc1c(C=Cc2nc3sccn3c2C(=O)O)cccc1OC(F)F, NCC(F)(F)F, CN(C)C=O. The product is CC(C)(C)COc1c(C=Cc2nc3sccn3c2C(=O)NCC(F)(F)F)cccc1OC(F)F. As a reaction SMILES: [CH2:58]1[O:59][CH2:60][CH2:61][CH2:62]1.[CH3:37][CH2:38][N:39]=[C:40]=[N:41][CH2:42][CH2:43][CH2:44][N:45]([CH3:46])[CH3:47].[CH3:49][N:50]([c:51]1[cH:52][cH:53][n:54][cH:55][cH:56]1)[CH3:57].[ClH:30].[ClH:48].[F:1][CH:2]([O:3][c:4]1[c:5]([O:23][CH2:24][C:25]([CH3:26])([CH3:27])[CH3:28])[c:6]([CH:10]=[CH:11][c:12]2[n:13][c:14]3[s:15][cH:16][cH:17][n:18]3[c:19]2[C:20](=[O:21])[OH:22])[cH:7][cH:8][cH:9]1)[F:29].[F:31][C:32]([CH2:33][NH2:34])([F:35])[F:36].[O:63]=[CH:64][N:65]([CH3:66])[CH3:67]>>[F:1][CH:2]([O:3][c:4]1[c:5]([O:23][CH2:24][C:25]([CH3:26])([CH3:27])[CH3:28])[c:6]([CH:10]=[CH:11][c:12]2[n:13][c:14]3[s:15][cH:16][cH:17][n:18]3[c:19]2[C:20](=[O:21])[NH:34][CH2:33][C:32]([F:31])([F:35])[F:36])[cH:7][cH:8][cH:9]1)[F:29]. The reactants are ClCl (chlorine), OC1=CC=C(C=O)C=C1 (4-Hydroxybenzaldehyde), ClCl (chlorine). Run in C(C)(=O)O (acetic acid), C(C)(=O)O (acetic acid). Reaction conditions: time 2 hour. Yields the product ClC=1C=C(C=O)C=CC1O (3-chloro-4-hydroxybenzaldehyde). The yield is 74.5%. Reaction SMILES: [Cl:1]Cl.[OH:3][C:4]1[CH:11]=[CH:10][C:7]([CH:8]=[O:9])=[CH:6][CH:5]=1>C(O)(=O)C>[Cl:1][C:5]1[CH:6]=[C:7]([CH:10]=[CH:11][C:4]=1[OH:3])[CH:8]=[O:9]. Reported procedure: Acetic acid (300 ml) was bubbled with chlorine gas to make 38.38 g (0.541 mol) of chlorine. 4-Hydroxybenzaldehyde (66.1 g, 0.541 mol) was dissolved in acetic acid (300 ml) and stirred, during which the acetic acid solution containing chlorine as prepared above was slowly added thereto over 2 hours. The resulting mixture was stirred for further 2 hours. After completion of reaction, the reaction solution was concentrated. To the residue was added water (1L), which was then filtered, washed with w... The reactants are N (ammonia), OCC(=O)OC(C)(CCC(C)(C)OC(CO)=O)C.C(C1=CC(C(=O)Cl)=CC=C1)(=O)Cl.C(C)(=O)OC=1C=C(C=C(C(=O)Cl)C1)C(=O)Cl (2,5-Dimethylhexane-2,5-diyl bis(2-hydroxyacetate) isophthaloyl chloride 5-acetoxy isophthaloyl chloride). The solvent is O1CCCC1 (tetrahydrofuran). Conditions: time 2 hour. The product is OCC(=O)OC(C)(CCC(C)(C)OC(CO)=O)C.C(C1=CC(C(=O)Cl)=CC=C1)(=O)Cl.OC=1C=C(C=C(C(=O)Cl)C1)C(=O)Cl (2,5-Dimethylhexane-2,5-diyl bis(2-hydroxyacetate) isophthaloyl chloride 5-hydroxyisophthaloyl dichloride). RXN SMILES: N.[OH:2][CH2:3][C:4]([O:6][C:7]([CH3:19])([CH2:9][CH2:10][C:11]([O:14][C:15](=[O:18])[CH2:16][OH:17])([CH3:13])[CH3:12])[CH3:8])=[O:5].[C:20]([Cl:31])(=[O:30])[C:21]1[CH:29]=[CH:28][CH:27]=[C:23]([C:24]([Cl:26])=[O:25])[CH:22]=1.C([O:35][C:36]1[CH:37]=[C:38]([C:45]([Cl:47])=[O:46])[CH:39]=[C:40]([CH:44]=1)[C:41]([Cl:43])=[O:42])(=O)C>O1CCCC1>[OH:2][CH2:3][C:4]([O:6][C:7]([CH3:19])([CH2:9][CH2:10][C:11]([O:14][C:15](=[O:18])[CH2:16][OH:17])([CH3:12])[CH3:13])[CH3:8])=[O:5].[C:24]([Cl:26])(=[O:25])[C:23]1[CH:27]=[CH:28][CH:29]=[C:21]([C:20]([Cl:31])=[O:30])[CH:22]=1.[OH:35][C:36]1[CH:44]=[C:40]([C:41]([Cl:43])=[O:42])[CH:39]=[C:38]([CH:37]=1)[C:45]([Cl:47])=[O:46] |f:1.2.3,5.6.7|. Procedure: To a solution of methanolic ammonia (20 mL, 1 N), polymer (118) dissolved in 5 mL tetrahydrofuran was added and the solution was stirred for two hours. The polymer was then precipitated in 100 mL of cold 1 N hydrochloric acid and collected by filtration. The polymer was then dried under high vacuum and was found to have a molecular weight of ˜7,000 g/mol by GPC. Starting materials: ClCCl, CC(=O)O, N#CN1CCC(C#N)(c2ccccc2Sc2ccc(Cl)cc2)CC1, O. Yields the product N#CC1(c2ccccc2Sc2ccc(Cl)cc2)CCNCC1. As a reaction SMILES: [CH2:30]([Cl:31])[Cl:32].[CH3:25][C:26](=[O:27])[OH:28].[Cl:1][c:2]1[cH:3][cH:4][c:5]([S:8][c:9]2[c:10]([C:15]3([C:23]#[N:24])[CH2:16][CH2:17][N:18]([C:21]#[N:22])[CH2:19][CH2:20]3)[cH:11][cH:12][cH:13][cH:14]2)[cH:6][cH:7]1.[OH2:29]>>[Cl:1][c:2]1[cH:3][cH:4][c:5]([S:8][c:9]2[c:10]([C:15]3([C:23]#[N:24])[CH2:16][CH2:17][NH:18][CH2:19][CH2:20]3)[cH:11][cH:12][cH:13][cH:14]2)[cH:6][cH:7]1. Yields the product CC(C)(C)OC(=O)N1CCN(c2ccc(N)cn2)CC1. The reactants are CC(=O)O, CO, [Fe], CC(C)(C)OC(=O)N1CCN(c2ccc([N+](=O)[O-])cn2)CC1. RXN SMILES: [CH3:23][C:24](=[O:25])[OH:26].[CH3:27][OH:28].[Fe:29].[N+:1]([O-:2])(=[O:3])[c:4]1[cH:5][cH:6][c:7]([N:10]2[CH2:11][CH2:12][N:13]([C:16](=[O:17])[O:18][C:19]([CH3:20])([CH3:21])[CH3:22])[CH2:14][CH2:15]2)[n:8][cH:9]1>>[NH2:1][c:4]1[cH:5][cH:6][c:7]([N:10]2[CH2:11][CH2:12][N:13]([C:16](=[O:17])[O:18][C:19]([CH3:20])([CH3:21])[CH3:22])[CH2:14][CH2:15]2)[n:8][cH:9]1. The reactants are CC#N, CC(C)NC1=NS(=O)(=O)c2ccc(CC(N)=O)cc2N1, O=CO. Product: CC(C)NC1=NS(=O)(=O)c2ccc(CC#N)cc2N1. RXN SMILES: [CH3:24][C:25]#[N:26].[CH:1]([CH3:2])([CH3:3])[NH:4][C:5]1=[N:6][S:7](=[O:19])(=[O:20])[c:8]2[c:9]([cH:11][c:12]([CH2:15][C:16](=[O:17])[NH2:18])[cH:13][cH:14]2)[NH:10]1.[CH:21]([OH:22])=[O:23]>>[CH:1]([CH3:2])([CH3:3])[NH:4][C:5]1=[N:6][S:7](=[O:19])(=[O:20])[c:8]2[c:9]([cH:11][c:12]([CH2:15][C:16]#[N:18])[cH:13][cH:14]2)[NH:10]1.